Dataset: the Open Reaction Database (ORD), a public repository of structured organic reaction records. Task: describe an organic reaction: reactants, conditions, products, and yield Reactants: CC(C)(C)OC(=O)N1CCC(=CBr)CC1, C1CCOC1, OB(O)c1cc(F)cc(Oc2ccc(C(F)(F)F)cn2)c1, [K+], [K+], [K+], O, O=P([O-])([O-])[O-]. Product: CC(C)(C)OC(=O)N1CCC(=Cc2cc(F)cc(Oc3ccc(C(F)(F)F)cn3)c2)CC1. Reaction SMILES: [Br:1][CH:2]=[C:3]1[CH2:4][CH2:5][N:6]([C:9](=[O:10])[O:11][C:12]([CH3:13])([CH3:14])[CH3:15])[CH2:7][CH2:8]1.[CH2:46]1[O:47][CH2:48][CH2:49][CH2:50]1.[F:16][c:17]1[cH:18][c:19]([B:34]([OH:35])[OH:36])[cH:20][c:21]([O:23][c:24]2[n:25][cH:26][c:27]([C:30]([F:31])([F:32])[F:33])[cH:28][cH:29]2)[cH:22]1.[K+:42].[K+:43].[K+:44].[OH2:45].[P:37]([O-:38])([O-:39])([O-:40])=[O:41]>>[CH:2](=[C:3]1[CH2:4][CH2:5][N:6]([C:9](=[O:10])[O:11][C:12]([CH3:13])([CH3:14])[CH3:15])[CH2:7][CH2:8]1)[c:19]1[cH:18][c:17]([F:16])[cH:22][c:21]([O:23][c:24]2[n:25][cH:26][c:27]([C:30]([F:31])([F:32])[F:33])[cH:28][cH:29]2)[cH:20]1. Reactants: O1C(=CC2=C1C=CC=C2)B(O)O (benzofuran-2-boronic acid), 2-M, C(=O)([O-])[O-].[Na+].[Na+] (Na2CO3), O (water), BrC1=CC(=NC2=C(C=CC=C12)C(F)(F)F)C(F)(F)F (4-bromo-2,8-bis(trifluoromethyl)quinoline). The reagents and catalysts are C=1C=CC(=CC1)[P](C=2C=CC=CC2)(C=3C=CC=CC3)[Pd]([P](C=4C=CC=CC4)(C=5C=CC=CC5)C=6C=CC=CC6)([P](C=7C=CC=CC7)(C=8C=CC=CC8)C=9C=CC=CC9)[P](C=1C=CC=CC1)(C=1C=CC=CC1)C=1C=CC=CC1 (tetrakis(triphenylphosphine)palladium). Run in C(OC)COC (dimethoxyethane). Conditions: time 10 minute. Yields the product O1C(=CC2=C1C=CC=C2)C2=CC(=NC1=C(C=CC=C21)C(F)(F)F)C(F)(F)F (4-(2-Benzofuranyl)-2,8-bis(trifluoromethyl)quinoline). Yield: 63.5%. Reaction SMILES: Br[C:2]1[C:11]2[C:6](=[C:7]([C:12]([F:15])([F:14])[F:13])[CH:8]=[CH:9][CH:10]=2)[N:5]=[C:4]([C:16]([F:19])([F:18])[F:17])[CH:3]=1.[O:20]1[C:24]2[CH:25]=[CH:26][CH:27]=[CH:28][C:23]=2[CH:22]=[C:21]1B(O)O.C([O-])([O-])=O.[Na+].[Na+].O>C(COC)OC.C1C=CC([P]([Pd]([P](C2C=CC=CC=2)(C2C=CC=CC=2)C2C=CC=CC=2)([P](C2C=CC=CC=2)(C2C=CC=CC=2)C2C=CC=CC=2)[P](C2C=CC=CC=2)(C2C=CC=CC=2)C2C=CC=CC=2)(C2C=CC=CC=2)C2C=CC=CC=2)=CC=1>[O:20]1[C:24]2[CH:25]=[CH:26][CH:27]=[CH:28][C:23]=2[CH:22]=[C:21]1[C:2]1[C:11]2[C:6](=[C:7]([C:12]([F:15])([F:14])[F:13])[CH:8]=[CH:9][CH:10]=2)[N:5]=[C:4]([C:16]([F:19])([F:18])[F:17])[CH:3]=1 |f:2.3.4,^1:48,50,69,88|. Procedure: A solution of 4-bromo-2,8-bis(trifluoromethyl)quinoline (500 mg, 1.45 mmol) in dry dimethoxyethane (10 mL) was treated with tetrakis(triphenylphosphine)palladium (2.3 mg, 10 mol %), stirred for 10 min, treated with benzofuran-2-boronic acid (235 mg, 1.45 mmol) and 2-M Na2CO3 solution (1.45 mL, 2.9 mmol) then refluxed for 2 h. The mixture was cooled, treated with water (10 mL), extracted with EtOAc (3×20 mL), the organic phase was washed with brine (20 mL), dried (MgSO4), concentrated in vacuo an...